This data is from the Open Reaction Database (ORD), a public repository of structured organic reaction records. The task is: describe an organic reaction: reactants, conditions, products, and yield The reactants are COc1cnc2c(Sc3ccc(Nc4nnc(C5=CCN(C(=O)OC(C)(C)C)CC5)c5ccccc45)cc3)ccnc2c1, ClCCl, O=C(O)C(F)(F)F. Yields the product COc1cnc2c(Sc3ccc(Nc4nnc(C5=CCNCC5)c5ccccc45)cc3)ccnc2c1. Reaction SMILES: [CH3:1][O:2][c:3]1[cH:4][n:5][c:6]2[c:7]([S:13][c:14]3[cH:15][cH:16][c:17]([NH:20][c:21]4[n:22][n:23][c:24]([C:31]5=[CH:32][CH2:33][N:34]([C:37]([O:38][C:39]([CH3:40])([CH3:41])[CH3:42])=[O:43])[CH2:35][CH2:36]5)[c:25]5[cH:26][cH:27][cH:28][cH:29][c:30]45)[cH:18][cH:19]3)[cH:8][cH:9][n:10][c:11]2[cH:12]1.[Cl:51][CH2:52][Cl:53].[F:44][C:45]([F:46])([F:47])[C:48]([OH:49])=[O:50]>>[CH3:1][O:2][c:3]1[cH:4][n:5][c:6]2[c:7]([S:13][c:14]3[cH:15][cH:16][c:17]([NH:20][c:21]4[n:22][n:23][c:24]([C:31]5=[CH:32][CH2:33][NH:34][CH2:35][CH2:36]5)[c:25]5[cH:26][cH:27][cH:28][cH:29][c:30]45)[cH:18][cH:19]3)[cH:8][cH:9][n:10][c:11]2[cH:12]1.